This data is from the Open Reaction Database (ORD), a public repository of structured organic reaction records. The task is: describe an organic reaction: reactants, conditions, products, and yield Starting materials: C(C)OC(=O)N(CCN(C)C)C1=C(C=CC=C1)[N+](=O)[O-] (N-ethoxycarbonyl-N-(2-nitrophenyl)-N',N'-dimethylethylenediamine). The reagents and catalysts are [Pd] (palladium-on-carbon). The solvent is CO (methanol). Conditions: time 30 minute. The product is NC1=C(C=CC=C1)N(CCN(C)C)C(=O)OCC (N-(2-aminophenyl)-N-ethoxycarbonyl-N',N'-dimethylethylenediamine). Yield: 96.4%. As a reaction SMILES: [CH2:1]([O:3][C:4]([N:6]([C:12]1[CH:17]=[CH:16][CH:15]=[CH:14][C:13]=1[N+:18]([O-])=O)[CH2:7][CH2:8][N:9]([CH3:11])[CH3:10])=[O:5])[CH3:2]>CO.[Pd]>[NH2:18][C:13]1[CH:14]=[CH:15][CH:16]=[CH:17][C:12]=1[N:6]([C:4]([O:3][CH2:1][CH3:2])=[O:5])[CH2:7][CH2:8][N:9]([CH3:11])[CH3:10]. Procedure details: To a solution of N-ethoxycarbonyl-N-(2-nitrophenyl)-N',N'-dimethylethylenediamine (1.08 g) in methanol (25 ml) was added 10% palladium-on-carbon (0.1 g). The mixture was stirred under a hydrogen atmosphere at atmospheric pressure for 30 minutes, and filtered. The solvent was distilled off under reduced pressure to give 0.93 g of N-(2-aminophenyl)-N-ethoxycarbonyl-N',N'-dimethylethylenediamine. Reactants: Cl (hydrogen chloride), C=O (paraformaldehyde), FC(C=1C=C2CCCC(C2=CC1)=O)(F)F (6-(trifluoromethyl)-1-tetralone), Cl.CNC (dimethylamine hydrochloride), C=O (paraformaldehyde). The solvent is CC(=O)C (acetone), C(C)O (ethanol). Product: Cl.CN(C)CC1C(C2=CC=C(C=C2CC1)C(F)(F)F)=O (2-[(Dimethylamino)methyl]-6-(trifluoromethyl)-3,4-dihydro-1 (2H)-naphthalenone, hydrochloride). Isolated yield 77.3%. As a reaction SMILES: [F:1][C:2]([F:15])([F:14])[C:3]1[CH:4]=[C:5]2[C:10](=[CH:11][CH:12]=1)[C:9](=[O:13])[CH2:8][CH2:7][CH2:6]2.[ClH:16].[CH3:17][NH:18][CH3:19].[CH2:20]=O.Cl>CC(C)=O.C(O)C>[ClH:16].[CH3:17][N:18]([CH2:20][CH:8]1[CH2:7][CH2:6][C:5]2[C:10](=[CH:11][CH:12]=[C:3]([C:2]([F:14])([F:15])[F:1])[CH:4]=2)[C:9]1=[O:13])[CH3:19] |f:1.2,7.8|. Reported procedure: A mixture of 6-(trifluoromethyl)-1-tetralone (0.90 g), dimethylamine hydrochloride (0.42 g), paraformaldehyde (0.16 g), and 95% ethanol (2 ml) containing concentrated hydrogen chloride (0.02 ml) is heated on a steam bath for 1 1/2 hours. The reaction mixture soon becomes homogeneous and the paraformaldehyde dissolves. The warm solution is diluted with acetone (15 ml) and cooled to yield the title compound as white needles (1.0 g) melting point 137°-138° C.